Dataset: the Open Reaction Database (ORD), a public repository of structured organic reaction records. Task: describe an organic reaction: reactants, conditions, products, and yield The reactants are COC1=CC=C(N=N1)C1=CC2=C(N=C(S2)N2C[C@@H](CC2)N2CCCCC2)C=C1 ((R)-6-(6-methoxypyridazin-3-yl)-2-(3-(piperidin-1-yl)pyrrolidin-1-yl)benzo[d]thiazole), Br (hydrobromic acid). The product is N1(CCCCC1)[C@H]1CN(CC1)C=1SC2=C(N1)C=CC(=C2)C2=CC=C(N=N2)O ((R)-6-(2-(3-(piperidin-1-yl)pyrrolidin-1-yl)benzo[d]thiazol-6-yl)pyridazin-3-ol). As a reaction SMILES: C[O:2][C:3]1[N:8]=[N:7][C:6]([C:9]2[CH:28]=[CH:27][C:12]3[N:13]=[C:14]([N:16]4[CH2:20][CH2:19][C@@H:18]([N:21]5[CH2:26][CH2:25][CH2:24][CH2:23][CH2:22]5)[CH2:17]4)[S:15][C:11]=3[CH:10]=2)=[CH:5][CH:4]=1.Br>>[N:21]1([C@@H:18]2[CH2:19][CH2:20][N:16]([C:14]3[S:15][C:11]4[CH:10]=[C:9]([C:6]5[N:7]=[N:8][C:3]([OH:2])=[CH:4][CH:5]=5)[CH:28]=[CH:27][C:12]=4[N:13]=3)[CH2:17]2)[CH2:22][CH2:23][CH2:24][CH2:25][CH2:26]1. Procedure: A solution of (R)-6-(6-methoxypyridazin-3-yl)-2-(3-(piperidin-1-yl)pyrrolidin-1-yl)benzo[d]thiazole (Example 68, 19.8 mg, 0.032 mmol) in hydrobromic acid (48 wt. % in water, 0.25 mL, 2.210 mmol) was heated to 80° C. for 1 hour, concentrated with a stream of nitrogen and chromatographed on silica gel eluting with a gradient of 2 to 10% (9:1 methanol:ammonium hydroxide) in CH2Cl2 to provide the desired product, (R)-6-(2-(3-(piperidin-1-yl)pyrrolidin-1-yl)benzo[d]thiazol-6-yl)pyridazin-3-ol. 1H NMR... Starting materials: O=c1c2c[nH]c3c(c-2nn1-c1ccc(Cl)cc1)CSCC3, Cl, [O-][I+3]([O-])([O-])[O-], [Na+], [Na+], [OH-], O. The product is O=c1c2c[nH]c3c(c-2nn1-c1ccc(Cl)cc1)CS(=O)CC3. Reaction SMILES: [Cl:1][c:2]1[cH:3][cH:4][c:5](-[n:8]2[n:9][c:10]3[c:11]4[c:12]([nH:13][cH:14][c:15]-3[c:16]2=[O:17])[CH2:18][CH2:19][S:20][CH2:21]4)[cH:6][cH:7]1.[ClH:28].[I+3:22]([O-:23])([O-:24])([O-:25])[O-:26].[Na+:27].[Na+:30].[OH-:29].[OH2:31]>>[Cl:1][c:2]1[cH:3][cH:4][c:5](-[n:8]2[n:9][c:10]3[c:11]4[c:12]([nH:13][cH:14][c:15]-3[c:16]2=[O:17])[CH2:18][CH2:19][S:20](=[O:23])[CH2:21]4)[cH:6][cH:7]1.